Dataset: the Open Reaction Database (ORD), a public repository of structured organic reaction records. Task: describe an organic reaction: reactants, conditions, products, and yield Starting materials: ClC(C(=O)N(C)C)C (2-chloro-N,N-dimethylpropionamide), ClC1=C(C=CC=C1)C1=NNC=C1CC (3-(o-chlorophenyl)-4-ethylpyrazole), CC=1C(=NNC1)C1=CC=CC=C1 (4-methyl-3-phenylpyrazole). Product: ClC1=C(C=CC=C1)C1=NN(C=C1CC)C(C(=O)N(C)C)CC (3-(o-chlorophenyl)-α,4-diethyl-N,N-dimethylpyrazole-1-acetamide). As a reaction SMILES: Cl[CH:2]([CH3:8])[C:3]([N:5]([CH3:7])[CH3:6])=[O:4].[Cl:9][C:10]1[CH:15]=[CH:14][CH:13]=[CH:12][C:11]=1[C:16]1[C:20]([CH2:21][CH3:22])=[CH:19][NH:18][N:17]=1.[CH3:23]C1C(C2C=CC=CC=2)=NNC=1>>[Cl:9][C:10]1[CH:15]=[CH:14][CH:13]=[CH:12][C:11]=1[C:16]1[C:20]([CH2:21][CH3:22])=[CH:19][N:18]([CH:2]([CH2:8][CH3:23])[C:3]([N:5]([CH3:7])[CH3:6])=[O:4])[N:17]=1. Reported procedure: Using the procedure for Example 1, but substituting 2-bromo-N,N-dimethylbutyramide for 2-chloro-N,N-dimethylpropionamide and 3-(o-chlorophenyl)-4-ethylpyrazole for 4-methyl-3-phenylpyrazole, there was obtained 3-(o-chlorophenyl)-α,4-diethyl-N,N-dimethylpyrazole-1-acetamide, m.p. 60°-63° C. Starting materials: CCCC[N+](CCCC)(CCCC)CCCC, CCS(=O)(=O)N(C)[Si](C)(C)C, [F-], O=[N+]([O-])c1ccc2c(c1)C1OC1CCO2. The product is CCS(=O)(=O)N(C)C1c2cc([N+](=O)[O-])ccc2OCCC1O. Reaction SMILES: [CH3:2][CH2:3][CH2:4][CH2:5][N+:6]([CH2:7][CH2:8][CH2:9][CH3:10])([CH2:11][CH2:12][CH2:13][CH3:14])[CH2:15][CH2:16][CH2:17][CH3:18].[CH3:34][N:35]([S:36](=[O:37])(=[O:38])[CH2:39][CH3:40])[Si:41]([CH3:42])([CH3:43])[CH3:44].[F-:1].[O:19]1[CH:20]2[CH2:21][CH2:22][O:23][c:24]3[c:25]([cH:27][c:28]([N+:31](=[O:32])[O-:33])[cH:29][cH:30]3)[CH:26]12>>[OH:19][CH:20]1[CH2:21][CH2:22][O:23][c:24]2[c:25]([cH:27][c:28]([N+:31](=[O:32])[O-:33])[cH:29][cH:30]2)[CH:26]1[N:35]([CH3:34])[S:36](=[O:37])(=[O:38])[CH2:39][CH3:40]. Reactants: C1CCOC1, CS(=O)(=O)OCc1ccc(C2=NCC(c3cc(Cl)cc(Cl)c3)(C(F)(F)F)C2)c2ccccc12, CO, N, O. Yields the product NCc1ccc(C2=NCC(c3cc(Cl)cc(Cl)c3)(C(F)(F)F)C2)c2ccccc12. Reaction SMILES: [CH2:36]1[O:37][CH2:38][CH2:39][CH2:40]1.[CH3:1][S:2]([O:3][CH2:6][c:7]1[cH:8][cH:9][c:10]([C:17]2=[N:21][CH2:20][C:19]([C:22]([F:23])([F:24])[F:25])([c:26]3[cH:27][c:28]([Cl:33])[cH:29][c:30]([Cl:32])[cH:31]3)[CH2:18]2)[c:11]2[cH:12][cH:13][cH:14][cH:15][c:16]12)(=[O:4])=[O:5].[CH3:41][OH:42].[NH3:35].[OH2:34]>>[CH2:6]([c:7]1[cH:8][cH:9][c:10]([C:17]2=[N:21][CH2:20][C:19]([C:22]([F:23])([F:24])[F:25])([c:26]3[cH:27][c:28]([Cl:33])[cH:29][c:30]([Cl:32])[cH:31]3)[CH2:18]2)[c:11]2[cH:12][cH:13][cH:14][cH:15][c:16]12)[NH2:35]. Starting materials: CC(=O)[O-], CC(=O)O, CC(=O)CN(CC(=O)O)C(=O)OC(C)(C)C, CCN(C(C)C)C(C)C, Cl, [Na+], NC1CCOC1. Yields the product CC(CN(CC(=O)O)C(=O)OC(C)(C)C)NC1CCOC1. RXN SMILES: [C:33]([O-:34])(=[O:35])[CH3:36].[C:38]([OH:39])(=[O:40])[CH3:41].[C:8]([CH3:9])([CH3:10])([CH3:11])[O:12][C:13](=[O:14])[N:15]([CH2:16][C:17](=[O:18])[OH:19])[CH2:20][C:21]([CH3:22])=[O:23].[CH:24]([N:25]([CH2:26][CH3:27])[CH:28]([CH3:29])[CH3:30])([CH3:31])[CH3:32].[ClH:7].[Na+:37].[O:1]1[CH2:2][CH:3]([NH2:6])[CH2:4][CH2:5]1>>[O:1]1[CH2:2][CH:3]([NH:6][CH:21]([CH2:20][N:15]([C:13]([O:12][C:8]([CH3:9])([CH3:10])[CH3:11])=[O:14])[CH2:16][C:17](=[O:18])[OH:19])[CH3:22])[CH2:4][CH2:5]1. Starting materials: C1(=CC=CC=C1)C(N1C=NC(=C1)CCCO)(C1=CC=CC=C1)C1=CC=CC=C1 (3-(1-triphenylmethyl-1H-imidazol-4-yl)propanol), C1(=CC=CC=C1)P(C1=CC=CC=C1)C1=CC=CC=C1 (triphenylphosphine), OC1=CC=C(C=C1)CCC(C)=O (4-(4-hydroxyphenyl)-2-butanone), N(=NC(=O)OCC)C(=O)OCC (diethyl azodicarboxylate), Cl (HCl). Run in C1CCOC1 (THF), C1CCOC1 (THF), C(C)(=O)OCC (ethyl acetate). Run at time 48 hour. The product is N1C=NC(=C1)CCCOC1=CC=C(C=C1)CCC(C)=O (4-(4-(3-(1H-Imidazol-4-yl)propyloxy)phenyl)-2-butanone). Reaction SMILES: C1(C(C2C=CC=CC=2)(C2C=CC=CC=2)[N:8]2[CH:12]=[C:11]([CH2:13][CH2:14][CH2:15]O)[N:10]=[CH:9]2)C=CC=CC=1.C1(P(C2C=CC=CC=2)C2C=CC=CC=2)C=CC=CC=1.[OH:48][C:49]1[CH:54]=[CH:53][C:52]([CH2:55][CH2:56][C:57](=[O:59])[CH3:58])=[CH:51][CH:50]=1.N(C(OCC)=O)=NC(OCC)=O.Cl>C1COCC1.C(OCC)(=O)C>[NH:8]1[CH:12]=[C:11]([CH2:13][CH2:14][CH2:15][O:48][C:49]2[CH:50]=[CH:51][C:52]([CH2:55][CH2:56][C:57](=[O:59])[CH3:58])=[CH:53][CH:54]=2)[N:10]=[CH:9]1. Procedure: 5 mmol of 3-(1-triphenylmethyl-1H-imidazol-4-yl)propanol, 6 mmol of triphenylphosphine and 5 mmol of 4-(4-hydroxyphenyl)-2-butanone are dissolved under nitrogen in the cold. 6 mmol of diethyl azodicarboxylate, dissolved in 4 ml of THF, are added and the reaction mixture is stirred at room temperature for 48 hours. After evacuation of the solvent under reduced pressure and column chromatography (eluent: ethyl acetate), the residue is dissolved in 10 ml THF and 30 ml of 2N HCl and heated to 70° C.... Starting materials: C1CCOC1, [Li+], [OH-], O, O, COC(=O)CCN1Cc2ccc(-c3nc4ccc(C5(c6ccccc6)CC5)nc4s3)cc2C1. Product: O=C(O)CCN1Cc2ccc(-c3nc4ccc(C5(c6ccccc6)CC5)nc4s3)cc2C1. RXN SMILES: [CH2:38]1[O:39][CH2:40][CH2:41][CH2:42]1.[Li+:37].[OH-:36].[OH2:34].[OH2:35].[c:1]1([C:7]2([c:10]3[cH:11][cH:12][c:13]4[c:14]([n:15]3)[s:16][c:17](-[c:19]3[cH:20][c:21]5[c:25]([cH:26][cH:27]3)[CH2:24][N:23]([CH2:28][CH2:29][C:30](=[O:31])[O:32][CH3:33])[CH2:22]5)[n:18]4)[CH2:8][CH2:9]2)[cH:2][cH:3][cH:4][cH:5][cH:6]1>>[c:1]1([C:7]2([c:10]3[cH:11][cH:12][c:13]4[c:14]([n:15]3)[s:16][c:17](-[c:19]3[cH:20][c:21]5[c:25]([cH:26][cH:27]3)[CH2:24][N:23]([CH2:28][CH2:29][C:30](=[O:31])[OH:32])[CH2:22]5)[n:18]4)[CH2:8][CH2:9]2)[cH:2][cH:3][cH:4][cH:5][cH:6]1. Reactants: OO (H2O2), COC1=C2C(C(NC2=CC(=C1)OC)=O)=O (4,6-dimethoxyindole-2,3-dione), OO (H2O2), [OH-].[Na+] (NaOH), solution, Cl (HCl). Run in C(C)(=O)O (acetic acid). Run at temperature 100 celsius. Yields the product COC=1C=C(C(C(=O)O)=C(C1)OC)N (4,6-dimethoxyanthranilic acid). Yield: 50.0%. As a reaction SMILES: [CH3:1][O:2][C:3]1[CH:11]=[C:10]([O:12][CH3:13])[CH:9]=[C:8]2[C:4]=1[C:5](=[O:15])C(=O)[NH:7]2.[OH-:16].[Na+].OO.Cl>C(O)(=O)C>[CH3:13][O:12][C:10]1[CH:9]=[C:8]([NH2:7])[C:4](=[C:3]([O:2][CH3:1])[CH:11]=1)[C:5]([OH:15])=[O:16] |f:1.2|. Reported procedure: To a heated mixture (in an oversized flask) of 13 g (63 mmol) 4,6-dimethoxyindole-2,3-dione prepared in Example 1 and 108 ml of 33% NaOH solution was carefully added 20 ml of a 30% solution of H2O2. A vigorous exothermic reaction occurs. After all H2O2 was added, the reaction mixture was maintained at 100° C. for an additional 10 min. The pH of the solution was brought to 8 with concentrated HCl and acidified to pH 5-6 with acetic acid. The solid was filtered, washed with water and dried to yiel... Reactants: FC1=C(C(=O)Cl)C=CC=C1F (2,3-difluorobenzoylchloride), C1(=CC=CC=C1)C(CC)NC(=O)C=1C=C2C=CNC2=CC1 (N-(1-phenylpropyl)-1H-indole-5-carboxamide). The product is FC1=C(C(=O)N2C=CC3=CC(=CC=C23)C(=O)NC(CC)C2=CC=CC=C2)C=CC=C1F (1-(2,3-difluorobenzoyl)-N-(1-phenylpropyl)-1H-indole-5-carboxamide). Reaction SMILES: [F:1][C:2]1[C:10]([F:11])=[CH:9][CH:8]=[CH:7][C:3]=1[C:4](Cl)=[O:5].[C:12]1([CH:18]([NH:21][C:22]([C:24]2[CH:25]=[C:26]3[C:30](=[CH:31][CH:32]=2)[NH:29][CH:28]=[CH:27]3)=[O:23])[CH2:19][CH3:20])[CH:17]=[CH:16][CH:15]=[CH:14][CH:13]=1>>[F:1][C:2]1[C:10]([F:11])=[CH:9][CH:8]=[CH:7][C:3]=1[C:4]([N:29]1[C:30]2[C:26](=[CH:25][C:24]([C:22]([NH:21][CH:18]([C:12]3[CH:13]=[CH:14][CH:15]=[CH:16][CH:17]=3)[CH2:19][CH3:20])=[O:23])=[CH:32][CH:31]=2)[CH:27]=[CH:28]1)=[O:5]. Procedure details: The title compound was prepared following the same general protocol as described in Example 25, using 2,3-difluorobenzoylchloride and N-(1-phenylpropyl)-1H-indole-5-carboxamide. LC-MS 419 (M+H).